This data is from the Open Reaction Database (ORD), a public repository of structured organic reaction records. The task is: describe an organic reaction: reactants, conditions, products, and yield Reactants: [BH4-], CCN(C(C)C)C(C)C, CCO, NCCc1c[nH]c2cc(Cl)ccc12, Cl, O=Cc1cccc(OCC(F)F)c1, [Na+], [Na+], [Na+], O=S(=O)([O-])[O-]. Product: FC(F)COc1cccc(CNCCc2c[nH]c3cc(Cl)ccc23)c1. RXN SMILES: [BH4-:44].[CH2:15]([N:16]([CH:17]([CH3:18])[CH3:19])[CH:20]([CH3:21])[CH3:22])[CH3:23].[CH3:46][CH2:47][OH:48].[Cl:2][c:3]1[cH:4][cH:5][c:6]2[c:7]([CH2:12][CH2:13][NH2:14])[cH:8][nH:9][c:10]2[cH:11]1.[ClH:1].[F:24][CH:25]([CH2:26][O:27][c:28]1[cH:29][c:30]([CH:31]=[O:32])[cH:33][cH:34][cH:35]1)[F:36].[Na+:37].[Na+:38].[Na+:45].[O-:39][S:40](=[O:41])(=[O:42])[O-:43]>>[Cl:2][c:3]1[cH:4][cH:5][c:6]2[c:7]([CH2:12][CH2:13][NH:14][CH2:31][c:30]3[cH:29][c:28]([O:27][CH2:26][CH:25]([F:24])[F:36])[cH:35][cH:34][cH:33]3)[cH:8][nH:9][c:10]2[cH:11]1. Reactants: P(O)(O)(O)=O (orthophosphoric acid), [OH-].[Al+3].[OH-].[OH-] (aluminium hydroxide), C(O)CN (ethanolamine). Run in O (water). Product: [Al].P(=O)([O-])([O-])[O-].[NH4+].[NH4+].[NH4+] (aluminium ammonium phosphate). RXN SMILES: [OH-].[Al+3:2].[OH-].[OH-].[P:5](=[O:9])([OH:8])([OH:7])[OH:6].C(C[NH2:13])O>O>[Al:2].[P:5]([O-:9])([O-:8])([O-:7])=[O:6].[NH4+:13].[NH4+:13].[NH4+:13] |f:0.1.2.3,7.8.9.10.11|. Procedure details: 312 parts of aluminium hydroxide were dissolved in 1,120 parts of water at 90° C. and 1,392 parts of 85% strength orthophosphoric acid. 39 parts of ethanolamine were added to 100 parts of this solution, a viscous solution of the corresponding aluminium/ammonium phosphate being formed (approx. 60% strength by weight). Reactants: NC1=C(C=C(C=C1)Cl)C(=O)C1=CC=C(C=C1)Br ((2-amino-5-chlorophenyl)(4-bromophenyl)methanone), C(=O)(N1C=NC=C1)N1C=NC=C1 (carbonyldiimidazole), CCOCC (ether), O (water). Solvent: C(Cl)Cl (CH2Cl2). Run at temperature 40 celsius, time 16 hour. Yields the product ClC1=CC(=C(C=C1)NC(=O)N1C=NC=C1)C(C1=CC=C(C=C1)Br)=O (N-[4-chloro-2-(4-bromobenzoyl)phenyl]-1H-imidazole-1-carboxamide). As a reaction SMILES: [NH2:1][C:2]1[CH:7]=[CH:6][C:5]([Cl:8])=[CH:4][C:3]=1[C:9]([C:11]1[CH:16]=[CH:15][C:14]([Br:17])=[CH:13][CH:12]=1)=[O:10].[C:18](N1C=CN=C1)([N:20]1[CH:24]=[CH:23][N:22]=[CH:21]1)=[O:19].CCOCC.O>C(Cl)Cl>[Cl:8][C:5]1[CH:6]=[CH:7][C:2]([NH:1][C:18]([N:20]2[CH:24]=[CH:23][N:22]=[CH:21]2)=[O:19])=[C:3]([C:9](=[O:10])[C:11]2[CH:16]=[CH:15][C:14]([Br:17])=[CH:13][CH:12]=2)[CH:4]=1. Procedure: To a solution of tert-butyl [2-(4-bromobenzoyl)-4-chlorophenyl]carbamate (10 g, 25 mmol) in MeOH (50 mL) at 25° C. was added 2 M HCl-MeOH (100 ml), and the reaction mixture stirred for 4 h. The organic layer was evaporated, then the residue was partitioned between CH2Cl2 (300 ml) and water (200 ml). The organic layer was washed with 10% Na2CO3 (to pH=9) and brine, dried over Na2SO4 and evaporated to give 7.5 g (98% yield) (2-amino-5-chlorophenyl)(4-bromophenyl)methanone. To a solution of (2-amin... Reaction SMILES: [CH3:1][O:2][C:3]1[C:8]([O:9][CH3:10])=[C:7]([O:11][CH3:12])[CH:6]=[C:5]([CH3:13])[C:4]=1[CH:14]([C:16]1[C:17]([Cl:30])=[N:18][C:19]([Cl:29])=[C:20]([CH:26]([OH:28])[CH3:27])[C:21]=1[C:22]([F:25])([F:24])[F:23])[OH:15]>[O-2].[O-2].[Mn+4].C1(C)C=CC=CC=1>[CH3:1][O:2][C:3]1[C:8]([O:9][CH3:10])=[C:7]([O:11][CH3:12])[CH:6]=[C:5]([CH3:13])[C:4]=1[C:14]([C:16]1[C:21]([C:22]([F:25])([F:24])[F:23])=[C:20]([C:26](=[O:28])[CH3:27])[C:19]([Cl:29])=[N:18][C:17]=1[Cl:30])=[O:15] |f:1.2.3|. Isolated yield 64.3%. The reactants are COC1=C(C(=CC(=C1OC)OC)C)C(O)C=1C(=NC(=C(C1C(F)(F)F)C(C)O)Cl)Cl ((2,3,4-trimethoxy-6-methylphenyl)(2,6-dichloro-5-(1-hydroxyethyl)-4-trifluoromethyl-3-pyridyl)methanol). Procedure: 10 g of manganese dioxide was added to a toluene (80 ml) solution of 2.3 g (5 mmol) of (2,3,4-trimethoxy-6-methylphenyl)(2,6-dichloro-5-(1-hydroxyethyl)-4-trifluoromethyl-3-pyridyl)methanol obtained in step (a), followed by stirring under reflux by heating for 1 hour. The reaction solution was cooled to room temperature and then subjected to filtration, and toluene was distilled off under reduced pressure. The crude product thus obtained was purified by silica gel column chromatography to obtain... The solvent is C1(=CC=CC=C1)C (toluene). Product: COC1=C(C(=O)C=2C(=C(C(=NC2Cl)Cl)C(C)=O)C(F)(F)F)C(=CC(=C1OC)OC)C (5-(2,3,4-trimethoxy-6-methylbenzoyl)-3-acetyl-2,6-dichloro-4-trifluoromethylpyridine). Reagents/catalysts: [O-2].[O-2].[Mn+4] (manganese dioxide). The reactants are C1CCOC1, COC(=O)C1(C=NOCc2ccccc2)CCC(C)(C)CC1, Cl, [Li+], [OH-], O, O. The product is CC1(C)CCC(C=NOCc2ccccc2)(C(=O)O)CC1. RXN SMILES: [CH2:27]1[O:28][CH2:29][CH2:30][CH2:31]1.[CH3:1][O:2][C:3](=[O:4])[C:5]1([CH:13]=[N:14][O:15][CH2:16][c:17]2[cH:18][cH:19][cH:20][cH:21][cH:22]2)[CH2:6][CH2:7][C:8]([CH3:11])([CH3:12])[CH2:9][CH2:10]1.[ClH:26].[Li+:25].[OH-:24].[OH2:23].[OH2:32]>>[O:2]=[C:3]([OH:4])[C:5]1([CH:13]=[N:14][O:15][CH2:16][c:17]2[cH:18][cH:19][cH:20][cH:21][cH:22]2)[CH2:6][CH2:7][C:8]([CH3:11])([CH3:12])[CH2:9][CH2:10]1. Starting materials: ClC1=C(C(=CC(=C1)Cl)Cl)N1NC(=CC1=O)NC(C1=CC(=CC=C1)NC(COC1=C(C=C(C=C1)C(C)(C)CC)C(C)(C)CC)=O)=O (1-(2,4,6-trichlorophenyl)-3-[3-(2,4-di-tert-amylphenoxyacetamido)benzamido]-5-pyrazolone), BrBr (bromine), O (water). Solvent: C(C)(=O)O (acetic acid). The product is ClC1=C(C(=CC(=C1)Cl)Cl)N1NC(=C(C1=O)Br)NC(C1=CC(=CC=C1)NC(COC1=C(C=C(C=C1)C(C)(C)CC)C(C)(C)CC)=O)=O (2,4,6-trichlorophenyl-3-[3-(2,4-di-tert-amylphenoxyacetamido)benzamido]-4-bromo-5-pyrazolone). Reaction SMILES: [Cl:1][C:2]1[CH:7]=[C:6]([Cl:8])[CH:5]=[C:4]([Cl:9])[C:3]=1[N:10]1[C:14](=[O:15])[CH:13]=[C:12]([NH:16][C:17](=[O:45])[C:18]2[CH:23]=[CH:22][CH:21]=[C:20]([NH:24][C:25](=[O:44])[CH2:26][O:27][C:28]3[CH:33]=[CH:32][C:31]([C:34]([CH2:37][CH3:38])([CH3:36])[CH3:35])=[CH:30][C:29]=3[C:39]([CH2:42][CH3:43])([CH3:41])[CH3:40])[CH:19]=2)[NH:11]1.[Br:46]Br.O>C(O)(=O)C>[Cl:9][C:4]1[CH:5]=[C:6]([Cl:8])[CH:7]=[C:2]([Cl:1])[C:3]=1[N:10]1[C:14](=[O:15])[C:13]([Br:46])=[C:12]([NH:16][C:17](=[O:45])[C:18]2[CH:23]=[CH:22][CH:21]=[C:20]([NH:24][C:25](=[O:44])[CH2:26][O:27][C:28]3[CH:33]=[CH:32][C:31]([C:34]([CH2:37][CH3:38])([CH3:36])[CH3:35])=[CH:30][C:29]=3[C:39]([CH2:42][CH3:43])([CH3:41])[CH3:40])[CH:19]=2)[NH:11]1. Procedure: In 200 ml of acetic acid, 33 g of 1-(2,4,6-trichlorophenyl)-3-[3-(2,4-di-tert-amylphenoxyacetamido)benzamido]-5-pyrazolone was dissolved. 7.5 g of bromine was dropwise added to the solution with stirring. After the completion of the reaction, the reaction mixture was added to water, and the thus obtained crystals recovered by filtration and washed were recrystallized, after drying, from 150 ml of a mixture of ethyl acetate and ligroin (1:10 by volume) to obtain 26 g of 1-(2,4,6-trichlorophenyl-3...